Dataset: the Open Reaction Database (ORD), a public repository of structured organic reaction records. Task: describe an organic reaction: reactants, conditions, products, and yield Starting materials: CCCCOc1ccc(OCCCC)c(OC(C)=O)c1, CCO, [K+], [OH-], O. The product is CCCCOc1ccc(OCCCC)c(O)c1. Reaction SMILES: [C:6](=[O:7])([CH3:8])[O:9][c:10]1[c:11]([O:21][CH2:22][CH2:23][CH2:24][CH3:25])[cH:12][cH:13][c:14]([O:16][CH2:17][CH2:18][CH2:19][CH3:20])[cH:15]1.[CH3:1][CH2:2][OH:3].[K+:5].[OH-:4].[OH2:26]>>[OH:9][c:10]1[c:11]([O:21][CH2:22][CH2:23][CH2:24][CH3:25])[cH:12][cH:13][c:14]([O:16][CH2:17][CH2:18][CH2:19][CH3:20])[cH:15]1.